From a dataset of the Open Reaction Database (ORD), a public repository of structured organic reaction records. describe an organic reaction: reactants, conditions, products, and yield Starting materials: CI, [H-], [Na+], C1CCOC1, O, CC(C)(C)OC(=O)N1CCC(O)C1. The product is COC1CCN(C(=O)OC(C)(C)C)C1. Reaction SMILES: [CH3:16][I:17].[H-:14].[Na+:15].[O:18]1[CH2:19][CH2:20][CH2:21][CH2:22]1.[OH2:23].[OH:1][CH:2]1[CH2:3][N:4]([C:7](=[O:8])[O:9][C:10]([CH3:11])([CH3:12])[CH3:13])[CH2:5][CH2:6]1>>[O:1]([CH:2]1[CH2:3][N:4]([C:7](=[O:8])[O:9][C:10]([CH3:11])([CH3:12])[CH3:13])[CH2:5][CH2:6]1)[CH3:16].